Dataset: the Open Reaction Database (ORD), a public repository of structured organic reaction records. Task: describe an organic reaction: reactants, conditions, products, and yield Starting materials: CO, Clc1ncnc(Nc2cccc(Cn3ccnn3)c2)n1, Clc1nc2ccccc2[nH]1, ClCCl, [K+], [K+], O=C([O-])[O-]. Yields the product Clc1nc2ccccc2n1-c1ncnc(Nc2cccc(Cn3ccnn3)c2)n1. As a reaction SMILES: [CH3:37][OH:38].[Cl:1][c:2]1[n:3][c:4]([NH:8][c:9]2[cH:10][c:11]([CH2:15][n:16]3[n:17][n:18][cH:19][cH:20]3)[cH:12][cH:13][cH:14]2)[n:5][cH:6][n:7]1.[Cl:21][c:22]1[nH:23][c:24]2[c:25]([n:26]1)[cH:27][cH:28][cH:29][cH:30]2.[Cl:39][CH2:40][Cl:41].[K+:31].[K+:32].[O-:33][C:34]([O-:35])=[O:36]>>[c:2]1(-[n:26]2[c:22]([Cl:21])[n:23][c:24]3[c:25]2[cH:27][cH:28][cH:29][cH:30]3)[n:3][c:4]([NH:8][c:9]2[cH:10][c:11]([CH2:15][n:16]3[n:17][n:18][cH:19][cH:20]3)[cH:12][cH:13][cH:14]2)[n:5][cH:6][n:7]1. Reactants: CCN=C=NCCCN(C)C, Cl, [Na+], CNCC1OCCO1, CN(C)C=O, [OH-], On1nnc2ccccc21, O=C(O)c1cn2c(nc3ccc(CO)cc32)s1. The product is CN(CC1OCCO1)C(=O)c1cn2c(nc3ccc(CO)cc32)s1. Reaction SMILES: [CH3:12][N:13]([CH3:14])[CH2:15][CH2:16][CH2:17][N:18]=[C:19]=[N:20][CH2:21][CH3:22].[ClH:11].[Na+:49].[O:40]1[CH:41]([CH2:45][NH:46][CH3:47])[O:42][CH2:43][CH2:44]1.[O:50]=[CH:51][N:52]([CH3:53])[CH3:54].[OH-:48].[OH:1][n:2]1[c:3]2[cH:4][cH:5][cH:6][cH:7][c:8]2[n:9][n:10]1.[OH:23][CH2:24][c:25]1[cH:26][cH:27][c:28]2[c:29]([n:30]3[c:31]([n:32]2)[s:33][c:34]([C:36](=[O:37])[OH:38])[cH:35]3)[cH:39]1>>[OH:23][CH2:24][c:25]1[cH:26][cH:27][c:28]2[c:29]([n:30]3[c:31]([n:32]2)[s:33][c:34]([C:36](=[O:38])[N:46]([CH2:45][CH:41]2[O:40][CH2:44][CH2:43][O:42]2)[CH3:47])[cH:35]3)[cH:39]1. Starting materials: CCc1ccc(C(=O)c2cc(Br)c(OC)cc2Cl)cc1, CC[SiH](CC)CC, CS(=O)(=O)O, O=C(O)C(F)(F)F. Product: CCc1ccc(Cc2cc(Br)c(OC)cc2Cl)cc1. RXN SMILES: [Br:1][c:2]1[c:3]([O:19][CH3:20])[cH:4][c:5]([Cl:18])[c:6]([C:8](=[O:9])[c:10]2[cH:11][cH:12][c:13]([CH2:16][CH3:17])[cH:14][cH:15]2)[cH:7]1.[CH2:21]([SiH:22]([CH2:23][CH3:24])[CH2:25][CH3:26])[CH3:27].[CH3:28][S:29](=[O:30])(=[O:31])[OH:32].[OH:33][C:34]([C:35]([F:36])([F:37])[F:38])=[O:39]>>[Br:1][c:2]1[c:3]([O:19][CH3:20])[cH:4][c:5]([Cl:18])[c:6]([CH2:8][c:10]2[cH:11][cH:12][c:13]([CH2:16][CH3:17])[cH:14][cH:15]2)[cH:7]1. Starting materials: O=C1CN(c2ccc(I)cc2OCc2ccccc2)S(=O)(=O)N1, N#C[Cu], CN(C)C=O. Yields the product N#Cc1ccc(N2CC(=O)NS2(=O)=O)c(OCc2ccccc2)c1. RXN SMILES: [CH2:1]([c:2]1[cH:3][cH:4][cH:5][cH:6][cH:7]1)[O:8][c:9]1[c:10]([N:16]2[CH2:17][C:18](=[O:23])[NH:19][S:20]2(=[O:21])=[O:22])[cH:11][cH:12][c:13]([I:15])[cH:14]1.[Cu:24][C:25]#[N:26].[O:27]=[CH:28][N:29]([CH3:30])[CH3:31]>>[CH2:1]([c:2]1[cH:3][cH:4][cH:5][cH:6][cH:7]1)[O:8][c:9]1[c:10]([N:16]2[CH2:17][C:18](=[O:23])[NH:19][S:20]2(=[O:21])=[O:22])[cH:11][cH:12][c:13]([C:25]#[N:26])[cH:14]1. Reactants: [Cl-].[NH4+] (ammonium chloride), [Li] (lithium), [Li] (lithium), C=CC(C)=C (isoprene), [Li] (lithium), [Li] (lithium), [Cl-].[NH4+] (ammonium chloride), [Cl-].[NH4+] (ammonium chloride), [Li] (lithium), [Cl-].[NH4+] (ammonium chloride), [Li] (lithium), dry liquid, N (ammonia), O1[C@H]2[C@@H]1C(C=C1C=C[C@H]3[C@@H]4CC[C@H]([C@@H](CO)C)[C@]4(CC[C@@H]3[C@@]21C)C)=O ((20S)-1α,2α-epoxy-21-hydroxy-20-methyl-pregna-4,6-dien-3-one), [Li] (lithium), [Cl-].[NH4+] (ammonium chloride). Solvent: CCOCC (ether), CCOCC.O1CCCC1 (ether tetrahydrofuran). Product: O[C@H]1C[C@@H](CC2=CC[C@H]3[C@@H]4CC[C@H]([C@@H](CO)C)[C@]4(CC[C@@H]3[C@@]12C)C)O ((20S)-1α,3β,21-trihydroxy-20-methyl-pregn-5-ene). RXN SMILES: [Li].N.[O:3]1[C@H:5]2[C:6](=[O:27])[CH:7]=[C:8]3[C@:24]([CH3:25])([C@@H:4]12)[C@@H:23]1[C@H:11]([C@H:12]2[C@:20]([CH3:26])([CH2:21][CH2:22]1)[C@@H:15]([C@H:16]([CH3:19])[CH2:17][OH:18])[CH2:14][CH2:13]2)[CH:10]=[CH:9]3.C=CC(=C)C.[Cl-].[NH4+]>CCOCC.O1CCCC1.CCOCC>[OH:3][C@@H:4]1[C@@:24]2([CH3:25])[C:8](=[CH:9][CH2:10][C@@H:11]3[C@@H:23]2[CH2:22][CH2:21][C@@:20]2([CH3:26])[C@H:12]3[CH2:13][CH2:14][C@@H:15]2[C@H:16]([CH3:19])[CH2:17][OH:18])[CH2:7][C@@H:6]([OH:27])[CH2:5]1 |f:4.5,6.7,^1:0|. Procedure details: 0.334 g (48 mg-atom) of lithium are added while stirring and gassing with argon to 170 ml of dry liquid ammonia at -31° C. to -33° C. The resulting dark blue mixture is stirred for 15 minutes and then treated dropwise within 40 minutes with a solution of 3.0 g (8.76 mmol) of (20S)-1α,2α-epoxy-21-hydroxy-20-methyl-pregna-4,6-dien-3-one in 208 ml of ether/tetrahydrofuran (4.2:1). After stirring for an additional 15 minutes, 0.2 ml of isoprene are added to the blue mixture and the resulting pink mi...